From a dataset of the Open Reaction Database (ORD), a public repository of structured organic reaction records. describe an organic reaction: reactants, conditions, products, and yield Starting materials: CC(C)(C)OC(=O)NCCCBr, COC(=O)Cc1cc2ccc(O)cc2n(Cc2ccccc2)c1=O. Yields the product COC(=O)Cc1cc2ccc(OCCCNC(=O)OC(C)(C)C)cc2n(Cc2ccccc2)c1=O. Reaction SMILES: [C:25]([CH3:26])([CH3:27])([CH3:28])[O:29][C:30]([NH:31][CH2:32][CH2:33][CH2:34][Br:35])=[O:36].[CH3:1][O:2][C:3]([CH2:4][c:5]1[c:6](=[O:23])[n:7]([CH2:16][c:17]2[cH:18][cH:19][cH:20][cH:21][cH:22]2)[c:8]2[cH:9][c:10]([OH:15])[cH:11][cH:12][c:13]2[cH:14]1)=[O:24]>>[CH3:1][O:2][C:3]([CH2:4][c:5]1[c:6](=[O:23])[n:7]([CH2:16][c:17]2[cH:18][cH:19][cH:20][cH:21][cH:22]2)[c:8]2[cH:9][c:10]([O:15][CH2:34][CH2:33][CH2:32][NH:31][C:30]([O:29][C:25]([CH3:26])([CH3:27])[CH3:28])=[O:36])[cH:11][cH:12][c:13]2[cH:14]1)=[O:24]. Reactants: Cc1[nH]c2cnn(C)c(=O)c2c1C, O=C(c1ccc(F)cc1)c1ccc(CBr)cc1, CN(C)C=O, O. Product: Cc1c(C)n(Cc2ccc(C(=O)c3ccc(F)cc3)cc2)c2cnn(C)c(=O)c12. RXN SMILES: [CH3:1][c:2]1[c:3]([CH3:13])[c:4]2[c:5]([cH:6][n:7][n:8]([CH3:11])[c:9]2=[O:10])[nH:12]1.[F:14][c:15]1[cH:16][cH:17][c:18]([C:19](=[O:20])[c:21]2[cH:22][cH:23][c:24]([CH2:25][Br:26])[cH:27][cH:28]2)[cH:29][cH:30]1.[O:32]=[CH:33][N:34]([CH3:35])[CH3:36].[OH2:31]>>[CH3:1][c:2]1[c:3]([CH3:13])[c:4]2[c:5]([cH:6][n:7][n:8]([CH3:11])[c:9]2=[O:10])[n:12]1[CH2:25][c:24]1[cH:23][cH:22][c:21]([C:19]([c:18]2[cH:17][cH:16][c:15]([F:14])[cH:30][cH:29]2)=[O:20])[cH:28][cH:27]1. The reactants are C1CCOC1, COC(=O)c1cc2cc(Oc3ccc(NC(=O)c4ccc(Cl)c(Cl)c4)cn3)ccc2[nH]1, Cl, [Na+], [OH-], O. Yields the product O=C(Nc1ccc(Oc2ccc3[nH]c(C(=O)O)cc3c2)nc1)c1ccc(Cl)c(Cl)c1. Reaction SMILES: [CH2:36]1[O:37][CH2:38][CH2:39][CH2:40]1.[CH3:1][O:2][C:3](=[O:4])[c:5]1[nH:6][c:7]2[cH:8][cH:9][c:10]([O:14][c:15]3[n:16][cH:17][c:18]([NH:21][C:22]([c:23]4[cH:24][c:25]([Cl:30])[c:26]([Cl:29])[cH:27][cH:28]4)=[O:31])[cH:19][cH:20]3)[cH:11][c:12]2[cH:13]1.[ClH:35].[Na+:33].[OH-:32].[OH2:34]>>[O:2]=[C:3]([OH:4])[c:5]1[nH:6][c:7]2[cH:8][cH:9][c:10]([O:14][c:15]3[n:16][cH:17][c:18]([NH:21][C:22]([c:23]4[cH:24][c:25]([Cl:30])[c:26]([Cl:29])[cH:27][cH:28]4)=[O:31])[cH:19][cH:20]3)[cH:11][c:12]2[cH:13]1.